This data is from the Open Reaction Database (ORD), a public repository of structured organic reaction records. The task is: describe an organic reaction: reactants, conditions, products, and yield The reactants are CS(C)=O, Cn1cc(C(=O)O)c(=O)c2cc3cc(F)c(F)cc3nc21, Fc1ccc(N2CCNCC2)cc1, O. Yields the product Cn1cc(C(=O)O)c(=O)c2cc3cc(F)c(N4CCN(c5ccc(F)cc5)CC4)cc3nc21. As a reaction SMILES: [CH3:36][S:37](=[O:38])[CH3:39].[F:1][c:2]1[cH:3][c:4]2[c:5]([n:6][c:7]3[n:8]([CH3:18])[cH:9][c:10]([C:15](=[O:16])[OH:17])[c:11](=[O:14])[c:12]3[cH:13]2)[cH:19][c:20]1[F:21].[F:22][c:23]1[cH:24][cH:25][c:26]([N:29]2[CH2:30][CH2:31][NH:32][CH2:33][CH2:34]2)[cH:27][cH:28]1.[OH2:35]>>[F:1][c:2]1[cH:3][c:4]2[c:5]([n:6][c:7]3[n:8]([CH3:18])[cH:9][c:10]([C:15](=[O:16])[OH:17])[c:11](=[O:14])[c:12]3[cH:13]2)[cH:19][c:20]1[N:32]1[CH2:31][CH2:30][N:29]([c:26]2[cH:25][cH:24][c:23]([F:22])[cH:28][cH:27]2)[CH2:34][CH2:33]1. Starting materials: O=C(NC1(C(=O)NC2(c3cc(CN4CCCC4)ccn3)CC2)CC1)OCc1ccccc1, CO. Product: NC1(C(=O)NC2(c3cc(CN4CCCC4)ccn3)CC2)CC1. As a reaction SMILES: [CH2:1]([O:2][C:3](=[O:4])[NH:10][C:11]1([C:14]([NH:15][C:16]2([c:19]3[n:20][cH:21][cH:22][c:23]([CH2:25][N:26]4[CH2:27][CH2:28][CH2:29][CH2:30]4)[cH:24]3)[CH2:17][CH2:18]2)=[O:31])[CH2:12][CH2:13]1)[c:5]1[cH:6][cH:7][cH:8][cH:9][cH:32]1.[CH3:33][OH:34]>>[NH2:10][C:11]1([C:14]([NH:15][C:16]2([c:19]3[n:20][cH:21][cH:22][c:23]([CH2:25][N:26]4[CH2:27][CH2:28][CH2:29][CH2:30]4)[cH:24]3)[CH2:17][CH2:18]2)=[O:31])[CH2:12][CH2:13]1.